Dataset: the Open Reaction Database (ORD), a public repository of structured organic reaction records. Task: describe an organic reaction: reactants, conditions, products, and yield The reactants are O=C([O-])[O-], Cc1noc(C)c1Cn1cc(N2C(=O)CNC2=O)cn1, [Cs+], [Cs+], CI, CN(C)C=O, O. The product is Cc1noc(C)c1Cn1cc(N2C(=O)CN(C)C2=O)cn1. As a reaction SMILES: [C:21](=[O:22])([O-:23])[O-:24].[CH3:1][c:2]1[n:3][o:4][c:5]([CH3:20])[c:6]1[CH2:7][n:8]1[n:9][cH:10][c:11]([N:13]2[C:14](=[O:19])[NH:15][CH2:16][C:17]2=[O:18])[cH:12]1.[Cs+:25].[Cs+:26].[I:27][CH3:28].[O:30]=[CH:31][N:32]([CH3:33])[CH3:34].[OH2:29]>>[CH3:1][c:2]1[n:3][o:4][c:5]([CH3:20])[c:6]1[CH2:7][n:8]1[n:9][cH:10][c:11]([N:13]2[C:14](=[O:19])[N:15]([CH3:21])[CH2:16][C:17]2=[O:18])[cH:12]1. Reactants: C(C)C1=C(N)C(=CC=C1)CC (2,6-diethylaniline), C(C)C1=C(NCCOCCC)C(=CC=C1)CC (2,6-diethyl-N-(2'-propoxyethyl)-aniline), C(CC)OCCO (2-propoxyethanol), C(CC)OCCO (2-propoxyethanol), C(C)C1=C(N)C(=CC=C1)CC (2,6-diethylaniline), C(C)C1=C(N)C(=CC=C1)CC (2,6-diethylaniline), N#N.[H][H] (nitrogen hydrogen), [H][H] (hydrogen), C(C)C1=C(N)C(=CC=C1)CC (2,6-diethylaniline), mixture, [H][H] (hydrogen). The solvent is gas. The product is CC1=C(NCCOCCC)C(=CC=C1)C (2,6-dimethyl-N-(2'-propoxyethyl)-aniline). RXN SMILES: N#N.[H][H].[H][H].C(OCCO)CC.C(C1C=CC=C(CC)C=1N)C.[CH2:25]([C:27]1[CH:39]=[CH:38][CH:37]=[C:36]([CH2:40]C)[C:28]=1[NH:29][CH2:30][CH2:31][O:32][CH2:33][CH2:34][CH3:35])C>>[CH3:25][C:27]1[CH:39]=[CH:38][CH:37]=[C:36]([CH3:40])[C:28]=1[NH:29][CH2:30][CH2:31][O:32][CH2:33][CH2:34][CH3:35] |f:0.1|. Procedure details: In a steel tube with a diameter of 2.54 cm, which is arranged vertically and provided with a heating jacket, the catalyst prepared according to Example 5(a) is activated with a nitrogen/hydrogen mixture with a hydrogen content of 3.3% by volume for 16 hours at 250° C. The total throughput is 60 ml of the gas mixture per g of catalyst. Per g of catalyst and per hour, 1.0 g of a mixture of 2-propoxyethanol and 2,6-diethylaniline (molar ratio 2:1), together with 56 N1 (2.5 mols) of hydrogen per mol... Reactants: BrC(Br)(Br)Br, ClCCl, COc1ccc(C2=C(c3cn(CCCCO)c4ccccc34)C(=O)NC2=O)c2occc12, c1ccc(P(c2ccccc2)c2ccccc2)cc1. Product: COc1ccc(C2=C(c3cn(CCCCBr)c4ccccc34)C(=O)NC2=O)c2occc12. As a reaction SMILES: [C:33]([Br:34])([Br:35])([Br:36])[Br:37].[Cl:57][CH2:58][Cl:59].[OH:1][CH2:2][CH2:3][CH2:4][CH2:5][n:6]1[cH:7][c:8]([C:15]2=[C:19]([c:20]3[cH:21][cH:22][c:23]([O:29][CH3:30])[c:24]4[cH:25][cH:26][o:27][c:28]34)[C:18](=[O:31])[NH:17][C:16]2=[O:32])[c:9]2[cH:10][cH:11][cH:12][cH:13][c:14]12.[c:38]1([P:39]([c:40]2[cH:41][cH:42][cH:43][cH:44][cH:45]2)[c:46]2[cH:47][cH:48][cH:49][cH:50][cH:51]2)[cH:52][cH:53][cH:54][cH:55][cH:56]1>>[CH2:2]([CH2:3][CH2:4][CH2:5][n:6]1[cH:7][c:8]([C:15]2=[C:19]([c:20]3[cH:21][cH:22][c:23]([O:29][CH3:30])[c:24]4[cH:25][cH:26][o:27][c:28]34)[C:18](=[O:31])[NH:17][C:16]2=[O:32])[c:9]2[cH:10][cH:11][cH:12][cH:13][c:14]12)[Br:34]. Yields the product [N+](=O)([O-])C1=CC(=C(C=C1)C(C#N)C1=CC=CC=C1)C(F)(F)F (4-nitro-α-phenyl-2-(trifluoromethyl) benzeneacetonitrile). Reagents/catalysts: [Cl-].C(C)[N+](CC1=CC=CC=C1)(CC)CC (N,N,N-triethylbenzenemethanaminium chloride). The solvent is O1CCCC1 (tetrahydrofuran), O1CCCC1 (tetrahydrofuran). Procedure: To a stirred mixture of 21 parts of 1-chloro-4-nitro-2-(trifluoromethyl)benzene, 180 parts of sodium hydroxide solution 60%, 2parts of N,N,N-triethylbenzenemethanaminium chloride and 90 parts of tetrahydrofuran is added dropwise a mixture of 11.7 parts of benzeneacetonitrile and 27 parts of tetrahydrofuran at 30° C. Upon completion, stirring is continued for 4 hours at 50° C. After cooling, the reaction mixture is poured onto crushed ice. The whole is acidified with a hydrochloric acid solution ... RXN SMILES: Cl[C:2]1[CH:7]=[CH:6][C:5]([N+:8]([O-:10])=[O:9])=[CH:4][C:3]=1[C:11]([F:14])([F:13])[F:12].[OH-].[Na+].[C:17]1([CH2:23][C:24]#[N:25])[CH:22]=[CH:21][CH:20]=[CH:19][CH:18]=1.Cl>[Cl-].C([N+](CC)(CC)CC1C=CC=CC=1)C.O1CCCC1>[N+:8]([C:5]1[CH:6]=[CH:7][C:2]([CH:23]([C:17]2[CH:22]=[CH:21][CH:20]=[CH:19][CH:18]=2)[C:24]#[N:25])=[C:3]([C:11]([F:14])([F:13])[F:12])[CH:4]=1)([O-:10])=[O:9] |f:1.2,5.6|. Run at time 4 hour. Reactants: 21, ClC1=C(C=C(C=C1)[N+](=O)[O-])C(F)(F)F (1-chloro-4-nitro-2-(trifluoromethyl)benzene), [OH-].[Na+] (sodium hydroxide), 11.7, C1(=CC=CC=C1)CC#N (benzeneacetonitrile), Cl (hydrochloric acid). Starting materials: COC(=O)C1CCCN1, OCCC1CSC(c2cc3cc(Cl)cc(NC4CCCC4)c3[nH]2)=N1. Yields the product COC(=O)C1(CCC2CSC(c3cc4cc(Cl)cc(NC5CCCC5)c4[nH]3)=N2)CCCN1. Reaction SMILES: [CH3:25][O:26][C:27](=[O:28])[CH:29]1[NH:30][CH2:31][CH2:32][CH2:33]1.[Cl:1][c:2]1[cH:3][c:4]2[cH:5][c:6]([C:17]3=[N:21][CH:20]([CH2:22][CH2:23][OH:24])[CH2:19][S:18]3)[nH:7][c:8]2[c:9]([NH:11][CH:12]2[CH2:13][CH2:14][CH2:15][CH2:16]2)[cH:10]1>>[Cl:1][c:2]1[cH:3][c:4]2[cH:5][c:6]([C:17]3=[N:21][CH:20]([CH2:22][CH2:23][C:29]4([C:27]([O:26][CH3:25])=[O:28])[NH:30][CH2:31][CH2:32][CH2:33]4)[CH2:19][S:18]3)[nH:7][c:8]2[c:9]([NH:11][CH:12]2[CH2:13][CH2:14][CH2:15][CH2:16]2)[cH:10]1.